From a dataset of the Open Reaction Database (ORD), a public repository of structured organic reaction records. describe an organic reaction: reactants, conditions, products, and yield Reactants: ClCCCCN1N=NC2=C1C=C(C=C2)F (1-(4-chlorobutyl)-6-fluoro-1H-benzotriazole), FC(C=1C=C(C=CC1)N1CCNCC1)(F)F (3-trifluoro methylphenylpiperazine), C(C)(C)N(CC)C(C)C (diisopropylethylamine), [I-].[K+] (potassium iodide). Solvent: C(C)#N (acetonitrile). Yields the product FC=1C=CC2=C(N(N=N2)CCCCN2CCN(CC2)C2=CC(=CC=C2)C(F)(F)F)C1 (6-fluoro-1-(4-(4-(3-trifluoromethylphenyl)piperazine-1-yl)butyl)-1H-benzotriazole). The yield is 65.6%. RXN SMILES: Cl[CH2:2][CH2:3][CH2:4][CH2:5][N:6]1[C:10]2[CH:11]=[C:12]([F:15])[CH:13]=[CH:14][C:9]=2[N:8]=[N:7]1.[F:16][C:17]([F:31])([F:30])[C:18]1[CH:19]=[C:20]([N:24]2[CH2:29][CH2:28][NH:27][CH2:26][CH2:25]2)[CH:21]=[CH:22][CH:23]=1.C(N(C(C)C)CC)(C)C.[I-].[K+]>C(#N)C>[F:15][C:12]1[CH:13]=[CH:14][C:9]2[N:8]=[N:7][N:6]([CH2:5][CH2:4][CH2:3][CH2:2][N:27]3[CH2:26][CH2:25][N:24]([C:20]4[CH:21]=[CH:22][CH:23]=[C:18]([C:17]([F:30])([F:31])[F:16])[CH:19]=4)[CH2:29][CH2:28]3)[C:10]=2[CH:11]=1 |f:3.4|. Reported procedure: 1-(4-chlorobutyl)-6-fluoro-1H-benzotriazole (8.2 g, 0.036 mol) was dissolved into 100 ml of acetonitrile, 3-trifluoro methylphenylpiperazine (6.9 g, 0.03 mol), diisopropylethylamine (15.5 g, 0.12 mol) and potassium iodide (5.0 g, 0.03 mol) were respectively added. The mixture was stirred and mixed, then heated and refluxed to react for 15 hours. The mixture was cooled down to ambient temperature and filtered. The filtrate was concentrated to produce oily products, and treated by chromatography w... The reactants are C(C)(C)[Si](OCC=1SC(=CC1C)C1=CC=C(C=C1)OC(F)(F)F)(C(C)C)C(C)C (triisopropyl({3-methyl-5-[4-(trifluoromethoxy)phenyl]thien-2-yl}methoxy)silane), C(C)(C)[Si](OCC=1SC(=CC1C)C1=CC=C(C=C1)OC(F)(F)F)(C(C)C)C(C)C (triisopropyl({3-methyl-5-[4-(trifluoromethoxy)phenyl]thien-2-yl}methoxy)silane), [F-].C(C)[N+](CC)(CC)CC (tetraethylammonium fluoride). The solvent is O1CCCC1 (tetrahydrofuran). Run at time 1 hour. The product is CC1=C(SC(=C1)C1=CC=C(C=C1)OC(F)(F)F)CO ({3-methyl-5-[4-(trifluoromethoxy)phenyl]thien-2-yl}methanol). As a reaction SMILES: C([Si](C(C)C)(C(C)C)[O:5][CH2:6][C:7]1[S:8][C:9]([C:13]2[CH:18]=[CH:17][C:16]([O:19][C:20]([F:23])([F:22])[F:21])=[CH:15][CH:14]=2)=[CH:10][C:11]=1[CH3:12])(C)C.[F-].C([N+](CC)(CC)CC)C>O1CCCC1>[CH3:12][C:11]1[CH:10]=[C:9]([C:13]2[CH:14]=[CH:15][C:16]([O:19][C:20]([F:23])([F:21])[F:22])=[CH:17][CH:18]=2)[S:8][C:7]=1[CH2:6][OH:5] |f:1.2|. Reported procedure: A mixture of triisopropyl({3-methyl-5-[4-(trifluoromethoxy)phenyl]thien-2-yl}methoxy)silane (intermediate 117, 0.97 g) in tetrahydrofuran (30 ml) was treated with tetraethylammonium fluoride (0.392 g) and the reaction mixture stirred at ambient temperature for 1 hour. The solvent was evaporated and the residue purified by flash column chromatography using cyclohexane:ethyl acetate (2:1) as eluent to give the title compound. Solvent: S(=O)(Cl)Cl (thionyl chloride). Reported procedure: 6-bromo-2-naphthoic acid (2 g, 7.97 mmol) was stirred in thionyl chloride (13.28 ml) at 70° C. for 16 h. After concentration in vacuo, the residue was rediluted in CH2Cl2 and concentrated again. To the acid chloride intermediate was added ammonia in MeOH (7 M, 13.66 ml, 96 mmol) and the mixture was stirred at room temperature for 3 h. The mixture was then concentrated. The residue was taken up in AcOEt, filtered, rinsed with AcOEt and then dried over MgSO4, filtered and concentrated in vacuo. Th... As a reaction SMILES: [Br:1][C:2]1[CH:3]=[C:4]2[C:9](=[CH:10][CH:11]=1)[CH:8]=[C:7]([C:12]([OH:14])=O)[CH:6]=[CH:5]2.[NH3:15].CO>S(Cl)(Cl)=O>[Br:1][C:2]1[CH:3]=[C:4]2[C:9](=[CH:10][CH:11]=1)[CH:8]=[C:7]([C:12]([NH2:15])=[O:14])[CH:6]=[CH:5]2. Yields the product BrC=1C=C2C=CC(=CC2=CC1)C(=O)N (6-bromo-2-naphthamide). The yield is 90.0%. Conditions: time 3 hour. Reactants: acid chloride, N (ammonia), CO (MeOH), BrC=1C=C2C=CC(=CC2=CC1)C(=O)O (6-bromo-2-naphthoic acid). Starting materials: S([O-])(O)=O.[Na+] (sodium bisulfite), Cl.ClC1=CC=C(C=C1)SC=1CCN(CC1)CCCC(=O)C1=CC=C(C=C1)F (4-{4-[(4-chlorophenyl)thio]-1,2,3,6-tetrahydro-1-pyridinyl}-1-(4-fluorophenyl)-1-butanone hydrochloride), C(=O)([O-])C(O)C(O)C(=O)[O-] (tartrate), OO (hydrogen peroxide). Run in C(C)(=O)O (acetic acid), C(C)(=O)O (acetic acid), CCOCC (ether). Run at time 6 day. Yields the product OC(C(=O)O)C(C(=O)O)O.ClC1=CC=C(C=C1)S(=O)C=1CCN(CC1)CCCC(=O)C1=CC=C(C=C1)F (4-{4-[(4-Chlorophenyl)sulfinyl]-1,2,3,6-tetrahydro-1-pyridinyl}-1-(4-fluorophenyl)-1-butanone 2,3-dihydroxybutanedioate). As a reaction SMILES: Cl.[Cl:2][C:3]1[CH:8]=[CH:7][C:6]([S:9][C:10]2[CH2:11][CH2:12][N:13]([CH2:16][CH2:17][CH2:18][C:19]([C:21]3[CH:26]=[CH:25][C:24]([F:27])=[CH:23][CH:22]=3)=[O:20])[CH2:14][CH:15]=2)=[CH:5][CH:4]=1.OO.S(=O)(O)[O-:31].[Na+].[C:35]([CH:38]([CH:40]([C:42]([O-:44])=[O:43])[OH:41])[OH:39])([O-:37])=[O:36]>C(O)(=O)C.CCOCC>[OH:39][CH:38]([CH:40]([OH:41])[C:42]([OH:44])=[O:43])[C:35]([OH:37])=[O:36].[Cl:2][C:3]1[CH:8]=[CH:7][C:6]([S:9]([C:10]2[CH2:15][CH2:14][N:13]([CH2:16][CH2:17][CH2:18][C:19]([C:21]3[CH:26]=[CH:25][C:24]([F:27])=[CH:23][CH:22]=3)=[O:20])[CH2:12][CH:11]=2)=[O:31])=[CH:5][CH:4]=1 |f:0.1,3.4,8.9|. Reported procedure: A solution of 7.5 g of 4-{4-[(4-chlorophenyl)thio]-1,2,3,6-tetrahydro-1-pyridinyl}-1-(4-fluorophenyl)-1-butanone hydrochloride, 1.8 g of 30% hydrogen peroxide in 100 ml of acetic acid is allowed to stand at room temperature for 6 days. A small quantity of sodium bisulfite is added after which the acetic acid is removed in vacuo. The residue is neutralized with dilute sodium carbonate solution, and the product extracted into chloroform. The solvent is evaporated to give an oil. The tartrate salt ... Starting materials: crude product, C(=O)O (formic acid), ClC=1C=C(C=CC1Cl)N1N=C(C(C1)C)NC=O (N-[1-(3,4-Dichlorophenyl)-4-methyl-2-pyrazolin-3-yl]-formamide). The solvent is O (water). Conditions: time 2 hour. Product: ClC1=CC=C(C=C1)N1N=C(CC1C1=CC=CC=C1)NC=O (N-[1-(p-Chlorophenyl)-5-phenyl-2-pyrazolin-3-yl]formamide). Reaction SMILES: C(O)=O.Cl[C:5]1[CH:6]=[C:7]([N:12]2[CH2:16][CH:15](C)[C:14]([NH:18][CH:19]=[O:20])=[N:13]2)[CH:8]=[CH:9][C:10]=1[Cl:11]>O>[Cl:11][C:10]1[CH:5]=[CH:6][C:7]([N:12]2[CH:16]([C:5]3[CH:6]=[CH:7][CH:8]=[CH:9][CH:10]=3)[CH2:15][C:14]([NH:18][CH:19]=[O:20])=[N:13]2)=[CH:8][CH:9]=1. Reported procedure: A mixture of 15.0 g. of the above crude product and 85.0 ml. of a mixture of formic acid and acetic anhydride (Example 15) is allowed to remain at room temperature for 2 hours. The reaction mixture is poured into water and filtered to collect the solid. The solid is washed with a solution of saturated sodium bicarbonate, then water. The material is dried, dissolved in dichloromethane, then is columnized and recrystallized as above to give 12.0 g. of the desired product as pale yellow crystals. A... The reactants are OC1=CC=C(C=C1)C(C)(C)C1=CC=C(C=C1)O (bisphenol A). Run in O (water). Product: C1(=CC=CC=C1)O (phenol), OC1=CC=C(C=C1)C(C)(C)C1=CC=C(C=C1)O (bisphenol A). Reaction SMILES: [OH:1][C:2]1[CH:7]=[CH:6][C:5]([C:8]([C:11]2[CH:16]=[CH:15][C:14]([OH:17])=[CH:13][CH:12]=2)([CH3:10])[CH3:9])=[CH:4][CH:3]=1>O>[C:2]1([OH:1])[CH:7]=[CH:6][CH:5]=[CH:4][CH:3]=1.[OH:1][C:2]1[CH:3]=[CH:4][C:5]([C:8]([C:11]2[CH:12]=[CH:13][C:14]([OH:17])=[CH:15][CH:16]=2)([CH3:10])[CH3:9])=[CH:6][CH:7]=1. Procedure details: The process of preparing high purity bisphenol A by crystallizing the adduct of bisphenol A with phenol (hereinafter referred to as bisphenol A-phenol adduct) has been disclosed, for example, in Japanese Patent Publication SHO 63-26735(1988). That is, a phenol solution of bisphenol A which was prepared in the presence of a hydrochloric acid catalyst is cooled to a range of 35° to 70° C. while feeding 2 to 20% by weight of water to the solution under reduced pressure, precipitated crystals of bis... Starting materials: S(=O)([O-])[O-].[Na+].[Na+] (sodium sulfite), NC=1C=CC(=NC1)C(=O)OC (methyl 5-aminopyridine-2-carboxylate), II (iodine), I(=O)(=O)(=O)[O-].[Na+] (sodium periodate). The solvent is CN(C=O)C (N,N-dimethylformamide). Run at temperature 60 celsius, time 2 day. Yields the product NC=1C=CC(=NC1I)C(=O)OC (methyl 5-amino-6-iodopyridine-2-carboxylate). Isolated yield 152.9%. RXN SMILES: [NH2:1][C:2]1[CH:3]=[CH:4][C:5]([C:8]([O:10][CH3:11])=[O:9])=[N:6][CH:7]=1.II.[I:14]([O-])(=O)(=O)=O.[Na+].S([O-])([O-])=O.[Na+].[Na+]>CN(C)C=O>[NH2:1][C:2]1[CH:3]=[CH:4][C:5]([C:8]([O:10][CH3:11])=[O:9])=[N:6][C:7]=1[I:14] |f:2.3,4.5.6|. Procedure details: A mixture of methyl 5-aminopyridine-2-carboxylate (2.92 g), iodine (3.9 g) and sodium periodate (1.64 g) in N,N-dimethylformamide (24 mL) was stirred at 60° C. for 2 days. The reaction mixture was cooled to room temperature. To the reaction mixture was added 10% aqueous sodium sulfite solution, and the resulting mixture was stirred for 10 minutes. The crystals were collected by filtration. The collected crystals were washed with water, and dried under reduced pressure to give methyl 5-amino-6-io...